From a dataset of the Open Reaction Database (ORD), a public repository of structured organic reaction records. describe an organic reaction: reactants, conditions, products, and yield Starting materials: CC(C)C[Al+]CC(C)C, CCOC(=O)c1ccc2nc(CCl)cn2c1, ClCCl, ClCCl, [H-]. Yields the product O=Cc1ccc2nc(CCl)cn2c1. As a reaction SMILES: [CH2:18]([Al+:19][CH2:20][CH:21]([CH3:22])[CH3:23])[CH:24]([CH3:25])[CH3:26].[Cl:1][CH2:2][c:3]1[n:4][c:5]2[n:6]([cH:7][c:8]([C:11](=[O:12])[O:13][CH2:14][CH3:15])[cH:9][cH:10]2)[cH:16]1.[Cl:27][CH2:28][Cl:29].[Cl:30][CH2:31][Cl:32].[H-:17]>>[Cl:1][CH2:2][c:3]1[n:4][c:5]2[n:6]([cH:7][c:8]([CH:11]=[O:12])[cH:9][cH:10]2)[cH:16]1. Starting materials: BrCc1ccccc1, CN(C)C=O, [H-], [Na+], O=C1Nc2ccccc2C1=O. The product is O=C1C(=O)N(Cc2ccccc2)c2ccccc21. Reaction SMILES: [Br:14][CH2:15][c:16]1[cH:17][cH:18][cH:19][cH:20][cH:21]1.[CH3:22][N:23]([CH3:24])[CH:25]=[O:26].[H-:12].[Na+:13].[O:1]=[C:2]1[NH:3][c:4]2[cH:5][cH:6][cH:7][cH:8][c:9]2[C:10]1=[O:11]>>[O:1]=[C:2]1[N:3]([CH2:15][c:16]2[cH:17][cH:18][cH:19][cH:20][cH:21]2)[c:4]2[cH:5][cH:6][cH:7][cH:8][c:9]2[C:10]1=[O:11]. Starting materials: CC(C)(OC(=O)NOCC(=O)OC)C ([(1,1-Dimethylethoxy)carbonyl]aminooxyacetic acid, methyl ester), [OH-].[K+] (potassium hydroxide), Cl (hydrochloric acid). Solvent: CO (methanol). Product: CC(C)(OC(=O)NOCC(=O)O)C ([(1,1-Dimethylethoxy)carbonyl]aminooxyacetic acid), colorless solid. RXN SMILES: [CH3:1][C:2]([CH3:14])([O:4][C:5]([NH:7][O:8][CH2:9][C:10]([O:12]C)=[O:11])=[O:6])[CH3:3].[OH-].[K+].Cl>CO>[CH3:3][C:2]([CH3:14])([O:4][C:5]([NH:7][O:8][CH2:9][C:10]([OH:12])=[O:11])=[O:6])[CH3:1] |f:1.2|. Procedure: [(1,1-Dimethylethoxy)carbonyl]aminooxyacetic acid, methyl ester (18.0 g, 0.087 mole) and potassium hydroxide (7.4 g, 0.13 mole) were stirred in 60 ml of methanol for one hour at ambient temperatures. The mixture was neutralized with concentrated hydrochloric acid and evaporated to dryness in vacuo. The residue was taken up in 100 ml of water and acidified to pH 2.5. Extraction with ethyl acetate, drying over magnesium sulfate and evaporation gave the title compound as 6.8 g of a colorless solid,... The reactants are [H-].[Na+] (Sodium hydride), CS(=O)(=O)C1CC(N(CC1)C(=O)OC(C)(C)C)O (4-(methylsulfonyl)hydroxy-1-piperidinecarboxylic acid, 1,1-dimethylethyl ester), C1(=CC=CC=C1)O (phenol), 2. Run in CN(C=O)C (dimethylformamide). Run at temperature 80 celsius. The product is C(=O)(OC(C)(C)C)N1CCCCC1 (N-boc piperidine). RXN SMILES: [H-].[Na+].CS([CH:7]1[CH2:12][CH2:11][N:10]([C:13]([O:15][C:16]([CH3:19])([CH3:18])[CH3:17])=[O:14])[CH:9](O)[CH2:8]1)(=O)=O.C1(O)C=CC=CC=1>CN(C)C=O>[C:13]([N:10]1[CH2:9][CH2:8][CH2:7][CH2:12][CH2:11]1)([O:15][C:16]([CH3:19])([CH3:18])[CH3:17])=[O:14] |f:0.1|. Reported procedure: Sodium hydride (Aldrich, 2 g, 50 mmol) was added to a solution of 4-(methylsulfonyl)hydroxy-1-piperidinecarboxylic acid, 1,1-dimethylethyl ester of Example 14, B (10 g, 25 mmol) and the phenol from part 2 (5.5 g, 50 mmol) dissolved in dimethylformamide (60 mL) at 25° C. and under N2. The mixture was stirred and heated to 80° C. for 16 hours. After this time, the solvent was removed by roto-evaporation, followed by taking the residue up in ethyl acetate (150 mL) and H2O (100 mL). The layers were ... The reactants are CI (Methyl iodide), CC(C)(C)C1=NC(=NC(=C1O)C(C)(C)C)NC(=S)N (N-[4,6-bis(1,1-dimethylethyl)-5-hydroxy-2-pyrimidinyl]thiourea). The solvent is C(C)O (ethanol). Yields the product CC(C)(C)C1=NC(=NC(=C1O)C(C)(C)C)NC(SC)=N (N-[4,6-bis(1,1-dimethylethyl)-5-hydroxy-2-pyrimidinyl]-S methyl isothiourea). The yield is 71.3%. Reaction SMILES: [CH3:1]I.[CH3:3][C:4]([C:7]1[C:12]([OH:13])=[C:11]([C:14]([CH3:17])([CH3:16])[CH3:15])[N:10]=[C:9]([NH:18][C:19]([NH2:21])=[S:20])[N:8]=1)([CH3:6])[CH3:5]>C(O)C>[CH3:6][C:4]([C:7]1[C:12]([OH:13])=[C:11]([C:14]([CH3:15])([CH3:17])[CH3:16])[N:10]=[C:9]([NH:18][C:19](=[NH:21])[S:20][CH3:1])[N:8]=1)([CH3:3])[CH3:5]. Procedure details: Methyl iodide (1.05 g, 7.4 mmol) is added to an ethanol (50 mL) solution of N-[4,6-bis(1,1-dimethylethyl)-5-hydroxy-2-pyrimidinyl]thiourea (2.0 g, 7.1 mmol) and the mixture is heated at reflux under argon for 2.5 hours. The ethanol is evaporated under reduced pressure and the residue is taken up in 50 mL EtOAc. The EtOAc solution is washed with saturated NaHCO3 (3×50 mL) and 50 mL of brine. Drying over MgSO4 and evaporation of solvent gives an off-white solid. Recrystallization from ether/hexane... Reaction SMILES: [C:1]([CH3:2])([CH3:3])([CH3:4])[O:5][C:6](=[O:7])[N:8]1[CH:9]([C:13](=[O:14])[OH:15])[CH2:10][CH2:11][CH2:12]1.[CH2:16]([O:17][CH:18]1[CH:19]=[CH:20][c:21]2[c:22]([cH:23][cH:24][cH:25][cH:26]2)[N:27]1[C:28]([O:29][CH2:30][CH3:31])=[O:32])[CH3:33].[CH3:86][OH:87].[CH:74]([N:75]([CH2:76][CH3:77])[CH:78]([CH3:79])[CH3:80])([CH3:81])[CH3:82].[Cl:83][CH2:84][Cl:85].[NH2:34][c:35]1[n:36][n:37]([C:67](=[O:68])[O:69][C:70]([CH3:71])([CH3:72])[CH3:73])[c:38]2[cH:39][c:40](-[c:44]3[cH:45][cH:46][c:47](-[c:50]4[cH:51][n:52][c:53]([CH:55]5[N:56]([C:60](=[O:61])[O:62][C:63]([CH3:64])([CH3:65])[CH3:66])[CH2:57][CH2:58][CH2:59]5)[nH:54]4)[cH:48][cH:49]3)[cH:41][cH:42][c:43]12>>[C:1]([CH3:2])([CH3:3])([CH3:4])[O:5][C:6](=[O:7])[N:8]1[CH:9]([C:13](=[O:15])[NH:34][c:35]2[n:36][n:37]([C:67](=[O:68])[O:69][C:70]([CH3:71])([CH3:72])[CH3:73])[c:38]3[cH:39][c:40](-[c:44]4[cH:45][cH:46][c:47](-[c:50]5[cH:51][n:52][c:53]([CH:55]6[N:56]([C:60](=[O:61])[O:62][C:63]([CH3:64])([CH3:65])[CH3:66])[CH2:57][CH2:58][CH2:59]6)[nH:54]5)[cH:48][cH:49]4)[cH:41][cH:42][c:43]23)[CH2:10][CH2:11][CH2:12]1. Product: CC(C)(C)OC(=O)N1CCCC1C(=O)Nc1nn(C(=O)OC(C)(C)C)c2cc(-c3ccc(-c4cnc(C5CCCN5C(=O)OC(C)(C)C)[nH]4)cc3)ccc12. Reactants: CC(C)(C)OC(=O)N1CCCC1C(=O)O, CCOC(=O)N1c2ccccc2C=CC1OCC, CO, CCN(C(C)C)C(C)C, ClCCl, CC(C)(C)OC(=O)N1CCCC1c1ncc(-c2ccc(-c3ccc4c(N)nn(C(=O)OC(C)(C)C)c4c3)cc2)[nH]1. Reactants: CC(C)O, CCOC(=O)C(C)Oc1ccc(Oc2cnc3cc(Cl)ccc3n2)cc1F, [Na+], C1CCOC1, [OH-], O. The product is CC(Oc1ccc(Oc2cnc3cc(Cl)ccc3n2)cc1F)C(=O)O. Reaction SMILES: [CH:30]([OH:31])([CH3:32])[CH3:33].[F:1][c:2]1[c:3]([O:4][CH:5]([C:6](=[O:7])[O:8][CH2:9][CH3:10])[CH3:11])[cH:12][cH:13][c:14]([O:16][c:17]2[n:18][c:19]3[cH:20][cH:21][c:22]([Cl:27])[cH:23][c:24]3[n:25][cH:26]2)[cH:15]1.[Na+:29].[O:34]1[CH2:35][CH2:36][CH2:37][CH2:38]1.[OH-:28].[OH2:39]>>[F:1][c:2]1[c:3]([O:4][CH:5]([C:6](=[O:7])[OH:8])[CH3:11])[cH:12][cH:13][c:14]([O:16][c:17]2[n:18][c:19]3[cH:20][cH:21][c:22]([Cl:27])[cH:23][c:24]3[n:25][cH:26]2)[cH:15]1. Reagents/catalysts: CC(=O)[O-].CC(=O)[O-].[Pd+2] (Pd(OAc)2). The solvent is O1CCOCC1 (1,4-dioxane). The product is BrC=1C=NC=C(C1)C=CCS(=O)(=O)C (3-bromo-5-(-3-methanesulfonyl-propenyl)-pyridine). Reaction SMILES: [CH3:1][S:2]([CH2:5][CH:6]=[CH2:7])(=[O:4])=[O:3].[Br:8][C:9]1[CH:10]=[N:11][CH:12]=[C:13](Br)[CH:14]=1.CC([O-])=O.[Na+].C1C=CC(P(C2C=CC=CC=2)C2C=CC=CC=2)=CC=1>O1CCOCC1.CC([O-])=O.CC([O-])=O.[Pd+2]>[Br:8][C:9]1[CH:10]=[N:11][CH:12]=[C:13]([CH:7]=[CH:6][CH2:5][S:2]([CH3:1])(=[O:4])=[O:3])[CH:14]=1 |f:2.3,6.7.8|. Isolated yield 36.2%. The reactants are CS(=O)(=O)CC=C (3-Methanesulfonyl-propene), BrC=1C=NC=C(C1)Br (3,5-dibromo-pyridine), CC(=O)[O-].[Na+] (NaOAc), C1=CC=C(C=C1)P(C2=CC=CC=C2)C3=CC=CC=C3 (PPh3). Procedure details: 3-Methanesulfonyl-propene (2.4 g, 20 mmol), 3,5-dibromo-pyridine (4.7 g, 20 mmol), NaOAc (1.9 g, 60 mmol), PPh3 (1.6 g, 6.0 mmol) and Pd(OAc)2 (450 mg, 2.0 mmol) are mixed in 1,4-dioxane (350 ml) and heated to reflux for 16 hrs. The reaction mixture is filtered and the filtrate is concentrated. The residue is taken up in DCM and washed with water. The organic layer is dried over Na2SO4 and concentrated. The crude product is purified by flash column chromatography to give 2.0 g of 3-bromo-5-(-3-m...